Task: describe an organic reaction: reactants, conditions, products, and yield. Dataset: the Open Reaction Database (ORD), a public repository of structured organic reaction records Reactants: COC=1C(=CC=2CC[C@H]3[C@@H]4CC[C@@H]([C@@]4(C)CC[C@@H]3C2C1)O)C=C (2-methoxy-3-(vinyl)estra-1,3,5(10)-triene-17β-ol), C1=CC=NC=C1.F (HF-pyridine), 3-triflate 2-methoxyestra-1,3,5(10)-trien-17β-ol, tributyl(vinyl)Tin(1), [Cl-].[Li+] (lithium chloride). Reagents/catalysts: Cl[Pd]([P](C1=CC=CC=C1)(C2=CC=CC=C2)C3=CC=CC=C3)([P](C4=CC=CC=C4)(C5=CC=CC=C5)C6=CC=CC=C6)Cl (dichlorobis(triphenylphosphine)palladium), C(C)(C)(C)C1=C(C(=CC(=C1)C)C(C)(C)C)O (2,6-di-tert-butyl-4-methylphenol). The solvent is CCOC(=O)C (EtOAc), CN(C)C=O (DMF). Reaction conditions: temperature 90 celsius, time 16 hour. The product is COC=1C(=CC=2CC[C@H]3[C@@H]4CCC([C@@]4(C)CC[C@@H]3C2C1)=O)C=C (2-methoxy-3-(vinyl)estra-1,3,5(10)-triene-17-one). Isolated yield 60.0%. RXN SMILES: [CH3:1][O:2][C:3]1[C:4]([CH:22]=[CH2:23])=[CH:5][C:6]2[CH2:7][CH2:8][C@@H:9]3[C@@H:18]([C:19]=2[CH:20]=1)[CH2:17][CH2:16][C@@:14]1([CH3:15])[C@H:10]3[CH2:11][CH2:12][C@@H:13]1[OH:21].C([Sn-3](CCCC)(CCCC)C=C)CCC.[Cl-].[Li+].C1C=CN=CC=1.F>CN(C=O)C.CCOC(C)=O.Cl[Pd](Cl)([P](C1C=CC=CC=1)(C1C=CC=CC=1)C1C=CC=CC=1)[P](C1C=CC=CC=1)(C1C=CC=CC=1)C1C=CC=CC=1.C(C1C=C(C)C=C(C(C)(C)C)C=1O)(C)(C)C>[CH3:1][O:2][C:3]1[C:4]([CH:22]=[CH2:23])=[CH:5][C:6]2[CH2:7][CH2:8][C@@H:9]3[C@@H:18]([C:19]=2[CH:20]=1)[CH2:17][CH2:16][C@@:14]1([CH3:15])[C@H:10]3[CH2:11][CH2:12][C:13]1=[O:21] |f:2.3,4.5,^1:61,80|. Reported procedure: Alternate synthesis of 2-methoxy-3-(vinyl)estra-1,3,5(10)-triene-17β-ol (Compound #25a): Into a solution of 3-triflate-2-methoxyestra-1,3,5(10)-trien-17β-ol (218 mg, 0.5 mmol, prepared as in Shi J. Am. Chem. Soc. 2002, 124, 6921) in 4 mL DMF (anhydrous), was added tributyl(vinyl)Tin(1) (200 μL, 0.6 mmol), lithium chloride (85 mg, 2 mmol), dichlorobis(triphenylphosphine)palladium (II) (10 mg, 0.05 mmol), 2,6-di-tert-butyl-4-methylphenol (2 mg) at room temperature. The reaction was heated at 90° C... Starting materials: CC=1C=C2C(=NNC2=CC1)C1=CC=CC=C1 (5-methyl-3-phenylindazole), [H-].[Na+] (sodium hydride), BrCCCBr (1,3-dibromopropane). Run in CN(C=O)C (dimethylformamide), CN(C=O)C (dimethylformamide). Reaction conditions: time 10 minute. Product: [Br-].CC1=CC2=C(N3[N+](=C2C=C1)CCC3)C3=CC=CC=C3 (2,3-dihydro-7-methyl-9-phenyl-1H-pyrazolo[1,2-a]indazolium bromide). Yield: 56.0%. Reaction SMILES: [CH3:1][C:2]1[CH:3]=[C:4]2[C:8](=[CH:9][CH:10]=1)[NH:7][N:6]=[C:5]2[C:11]1[CH:16]=[CH:15][CH:14]=[CH:13][CH:12]=1.[H-].[Na+].[Br:19][CH2:20][CH2:21][CH2:22]Br>CN(C)C=O>[Br-:19].[CH3:1][C:2]1[CH:10]=[CH:9][C:8]2[C:4](=[C:5]([C:11]3[CH:12]=[CH:13][CH:14]=[CH:15][CH:16]=3)[N:6]3[CH2:22][CH2:21][CH2:20][N+:7]3=2)[CH:3]=1 |f:1.2,5.6|. Reported procedure: To a solution of 5-methyl-3-phenylindazole (10.4 g) in dimethylformamide (60 ml), 50% sodium hydride (2.5 g) was added and the mixture was stirred at room temperature for 10 minutes. The reaction mixture was then added dropwise to dimethylformamide (20 ml) containing 1,3-dibromopropane (25 g) while cooling with ice, and the resulting mixture was stirred at room temperature for 30 minutes. The mixture was extracted with xylene (120 ml), and the extract was washed with water, dried over anhydrous ... Reactants: ice water, sulfinyl, CSC=1SC(=C(N1)C1=CC=CC=C1)C1=CC=CC=C1 (2-methylthio-4,5-diphenyl-thiazole), ClC=1C=C(C(=O)OO)C=CC1 (m-chloro-peroxybenzoic acid). Run in C(Cl)Cl (methylene chloride). Reaction conditions: time 30 minute. The product is CS(=O)C=1SC(=C(N1)C1=CC=CC=C1)C1=CC=CC=C1 (2-methylsulfinyl- 4,5-diphenyl-thiazole). RXN SMILES: [CH3:1][S:2][C:3]1[S:4][C:5]([C:14]2[CH:19]=[CH:18][CH:17]=[CH:16][CH:15]=2)=[C:6]([C:8]2[CH:13]=[CH:12][CH:11]=[CH:10][CH:9]=2)[N:7]=1.ClC1C=C(C=CC=1)C(OO)=[O:25]>C(Cl)Cl>[CH3:1][S:2]([C:3]1[S:4][C:5]([C:14]2[CH:19]=[CH:18][CH:17]=[CH:16][CH:15]=2)=[C:6]([C:8]2[CH:13]=[CH:12][CH:11]=[CH:10][CH:9]=2)[N:7]=1)=[O:25]. Reported procedure: To a cooled (ice/water) solution of 1.1 g. of 2-methylthio-4,5-diphenyl-thiazole pre-dissolved in 15 ml. of methylene chloride is added in portions over 5 minutes, 0.8 g. of m-chloro-peroxybenzoic acid. Examination by TLC after 30 minutes indicates the presence of essentially all of the sulfinyl compound (reaction complete). The precipitated m-chloro-benzoic acid is filtered off and the methylene chloride solution is washed successively with a 10% solution of sodium bisulfite and with saturated ... Reactants: resultant mixture, N1=CN=C2N=CNC2=C1N (adenine), C1COCCOCCOCCOCCOCCO1 (18-crown-6), CC1=CC=C(C=C1)S(=O)(=O)O[C@H]1C[C@@H](OC1)CO ((2R-trans)-tetrahydro-4-[[(4-methylphenyl)sulfonyl]oxy]-2-furanmethanol). The solvent is CN(C)C=O (DMF), CN(C)C=O (DMF). Reaction conditions: time 30 minute. Product: NC1=C2N=CN(C2=NC=N1)[C@@H]1C[C@@H](OC1)CO ((2R-cis)-4-(6-Amino-9H-purin-9-yl)tetrahydro-2-furanmethanol). Yield: 29.0%. RXN SMILES: [N:1]1[C:9]([NH2:10])=[C:8]2[C:4]([N:5]=[CH:6][NH:7]2)=[N:3][CH:2]=1.C1OCCOCCOCCOCCOCCOC1.CC1C=CC(S(O[C@@H:40]2[CH2:44][O:43][C@@H:42]([CH2:45][OH:46])[CH2:41]2)(=O)=O)=CC=1>CN(C=O)C>[NH2:10][C:9]1[N:1]=[CH:2][N:3]=[C:4]2[C:8]=1[N:7]=[CH:6][N:5]2[C@H:40]1[CH2:44][O:43][C@@H:42]([CH2:45][OH:46])[CH2:41]1. Reported procedure: To a flame-dried argon blanketed round bottom flask equipped with a magnetic stir bar and condenser was added adenine (50 mg, 0.37 mmole) K2CO3 (100 mg, 0.73 mmole), 18-crown-6 (97 mg, 0.37 mmole) and DMF (10 mL). This mixture was allowed to stir at room temperature for 30 minutes under a stream of argon. A solution of (2R-trans)-tetrahydro-4-[[(4-methylphenyl)sulfonyl]oxy]-2-furanmethanol, Compound IV(c), (100 mg, 0.37 mmole) in 2 mL DMF was then added dropwise to the stirring mixture. The resu... The reactants are ClCCl, CCCNN, COc1nnc(N=C=O)s1, NN. Product: CCCN(N)C(=O)Nc1nnc(OC)s1. As a reaction SMILES: [CH2:18]([Cl:19])[Cl:20].[CH2:1]([CH2:2][CH3:3])[NH:4][NH2:5].[CH3:6][O:7][c:8]1[n:9][n:10][c:11]([N:13]=[C:14]=[O:15])[s:12]1.[NH2:16][NH2:17]>>[CH2:1]([CH2:2][CH3:3])[N:4]([NH2:5])[C:14]([NH:13][c:11]1[n:10][n:9][c:8]([O:7][CH3:6])[s:12]1)=[O:15]. Starting materials: COC(=O)c1ccc(Br)c(C)c1, Cc1ccccc1, OB(O)c1ccccc1C(F)(F)F, [Na+], [Na+], O=C([O-])[O-], [Pd], c1ccc(P(c2ccccc2)c2ccccc2)cc1, c1ccc(P(c2ccccc2)c2ccccc2)cc1, c1ccc(P(c2ccccc2)c2ccccc2)cc1, c1ccc(P(c2ccccc2)c2ccccc2)cc1. Product: COC(=O)c1ccc(-c2ccccc2C(F)(F)F)c(C)c1. As a reaction SMILES: [CH3:1][O:2][C:3]([c:4]1[cH:5][c:6]([CH3:11])[c:7]([Br:10])[cH:8][cH:9]1)=[O:12].[CH3:32][c:33]1[cH:34][cH:35][cH:36][cH:37][cH:38]1.[F:13][C:14]([c:15]1[c:16]([B:21]([OH:22])[OH:23])[cH:17][cH:18][cH:19][cH:20]1)([F:24])[F:25].[Na+:26].[Na+:27].[O-:28][C:29](=[O:30])[O-:31].[Pd:39].[c:40]1([P:41]([c:42]2[cH:43][cH:44][cH:45][cH:46][cH:47]2)[c:48]2[cH:49][cH:50][cH:51][cH:52][cH:53]2)[cH:54][cH:55][cH:56][cH:57][cH:58]1.[c:59]1([P:60]([c:61]2[cH:62][cH:63][cH:64][cH:65][cH:66]2)[c:67]2[cH:68][cH:69][cH:70][cH:71][cH:72]2)[cH:73][cH:74][cH:75][cH:76][cH:77]1.[c:78]1([P:79]([c:80]2[cH:81][cH:82][cH:83][cH:84][cH:85]2)[c:86]2[cH:87][cH:88][cH:89][cH:90][cH:91]2)[cH:92][cH:93][cH:94][cH:95][cH:96]1.[c:97]1([P:98]([c:99]2[cH:100][cH:101][cH:102][cH:103][cH:104]2)[c:105]2[cH:106][cH:107][cH:108][cH:109][cH:110]2)[cH:111][cH:112][cH:113][cH:114][cH:115]1>>[CH3:1][O:2][C:3]([c:4]1[cH:5][c:6]([CH3:11])[c:7](-[c:16]2[c:15]([C:14]([F:13])([F:24])[F:25])[cH:20][cH:19][cH:18][cH:17]2)[cH:8][cH:9]1)=[O:12]. Reactants: CCOC(C)=O, CCCCCC, CC(C)O, [Cu]I, O=[N+]([O-])c1cccc(I)c1, [K+], [K+], [K+], NCc1ccccc1, OCCO, O=P([O-])([O-])[O-]. The product is O=[N+]([O-])c1cccc(NCc2ccccc2)c1. Reaction SMILES: [C:33]([O:34][CH2:35][CH3:36])(=[O:37])[CH3:38].[CH3:39][CH2:40][CH2:41][CH2:42][CH2:43][CH3:44].[CH3:45][CH:46]([OH:47])[CH3:48].[Cu:31][I:32].[I:17][c:18]1[cH:19][c:20]([N+:24](=[O:25])[O-:26])[cH:21][cH:22][cH:23]1.[K+:6].[K+:7].[K+:8].[NH2:9][CH2:10][c:11]1[cH:12][cH:13][cH:14][cH:15][cH:16]1.[OH:27][CH2:28][CH2:29][OH:30].[P:1]([O-:2])([O-:3])([O-:4])=[O:5]>>[NH:9]([CH2:10][c:11]1[cH:12][cH:13][cH:14][cH:15][cH:16]1)[c:18]1[cH:19][c:20]([N+:24](=[O:25])[O-:26])[cH:21][cH:22][cH:23]1.